Dataset: the Open Reaction Database (ORD), a public repository of structured organic reaction records. Task: describe an organic reaction: reactants, conditions, products, and yield Starting materials: COC1=CSC=C1 (3-methoxythiophene), BrCCO (2-bromoethanol), OS(=O)(=O)[O-].[Na+] (NaHSO4). Run in C1(=CC=CC=C1)C (toluene). The product is BrCCOC1=CSC=C1 (3-(2-bromo)ethoxythiophene). Yield: 67.0%. As a reaction SMILES: [CH3:1][O:2][C:3]1[CH:7]=[CH:6][S:5][CH:4]=1.[Br:8][CH2:9]CO.OS([O-])(=O)=O.[Na+]>C1(C)C=CC=CC=1>[Br:8][CH2:9][CH2:1][O:2][C:3]1[CH:7]=[CH:6][S:5][CH:4]=1 |f:2.3|. Reported procedure: 5.00 g of 3-methoxythiophene (Aldrich) was solubilized with 11.00 g of 2-bromoethanol in 20 mL of toluene, then 2.00 g of NaHSO4 was added in one portion. The mixture was heated and methanol was distilled off. The solution was cooled and washed with water and diethylether. The organic phase was dried with magnesium sulfate. After evaporation, a brown liquid was obtained which was purified by column chromatography on silica gel using a mixture of CCl4 and CHCl3 (9:1) as the eluent. An oil was rec... The reactants are N#CC1CN(Cc2ccccc2)CCN1c1ccccc1, CC(Cl)OC(=O)Cl, ClCCCl. The product is N#CC1CNCCN1c1ccccc1. Reaction SMILES: [CH2:1]([c:2]1[cH:3][cH:4][cH:5][cH:6][cH:7]1)[N:8]1[CH2:9][CH:10]([C:20]#[N:21])[N:11]([c:14]2[cH:15][cH:16][cH:17][cH:18][cH:19]2)[CH2:12][CH2:13]1.[Cl:22][CH:23]([O:24][C:25]([Cl:26])=[O:27])[CH3:28].[Cl:29][CH2:30][CH2:31][Cl:32]>>[NH:8]1[CH2:9][CH:10]([C:20]#[N:21])[N:11]([c:14]2[cH:15][cH:16][cH:17][cH:18][cH:19]2)[CH2:12][CH2:13]1. The reactants are Cc1onc(-c2ccc(F)cc2)c1COc1ccc(Br)cn1, [Li]CCCC, C1CCOC1, CO, O=C1COC1. Product: Cc1onc(-c2ccc(F)cc2)c1COc1ccc(C2(O)COC2)cn1. Reaction SMILES: [Br:1][c:2]1[cH:3][cH:4][c:5]([O:8][CH2:9][c:10]2[c:11](-[c:16]3[cH:17][cH:18][c:19]([F:22])[cH:20][cH:21]3)[n:12][o:13][c:14]2[CH3:15])[n:6][cH:7]1.[CH2:23]([Li:24])[CH2:25][CH2:26][CH3:27].[CH2:35]1[O:36][CH2:37][CH2:38][CH2:39]1.[CH3:33][OH:34].[O:28]1[CH2:29][C:30](=[O:32])[CH2:31]1>>[c:2]1([C:30]2([OH:32])[CH2:29][O:28][CH2:31]2)[cH:3][cH:4][c:5]([O:8][CH2:9][c:10]2[c:11](-[c:16]3[cH:17][cH:18][c:19]([F:22])[cH:20][cH:21]3)[n:12][o:13][c:14]2[CH3:15])[n:6][cH:7]1. As a reaction SMILES: [CH:1]1([C:4]2[N:9]=[CH:8][C:7]([C:10]3[CH:15]=[CH:14][CH:13]=[CH:12][C:11]=3[S:16][C:17]([CH3:24])([CH3:23])[C:18]([O:20]CC)=[O:19])=[CH:6][CH:5]=2)[CH2:3][CH2:2]1.[OH-].[Na+]>CO>[CH:1]1([C:4]2[N:9]=[CH:8][C:7]([C:10]3[CH:15]=[CH:14][CH:13]=[CH:12][C:11]=3[S:16][C:17]([CH3:24])([CH3:23])[C:18]([OH:20])=[O:19])=[CH:6][CH:5]=2)[CH2:2][CH2:3]1 |f:1.2|. Product: C1(CC1)C1=CC=C(C=N1)C1=C(C=CC=C1)SC(C(=O)O)(C)C (2-(2-(6-Cyclopropylpyridin-3-yl)phenylthio)-2-methylpropanoic Acid). Procedure details: A mixture of ethyl 2-(2-(6-cyclopropylpyridin-3-yl)phenylthio)-2-methylpropanoate (0.286 mmol) and aqueous sodium hydroxide solution (1 M, 2 mmol) in methanol is stirred at 60° C. for 12 hours. The reaction mixture is then concentrated, acidified, filtered and the isolated solid purified by to chromatography. Solvent: CO (methanol). Reactants: C1(CC1)C1=CC=C(C=N1)C1=C(C=CC=C1)SC(C(=O)OCC)(C)C (ethyl 2-(2-(6-cyclopropylpyridin-3-yl)phenylthio)-2-methylpropanoate), [OH-].[Na+] (sodium hydroxide). Reaction conditions: temperature 60 celsius, time 12 hour. Yield: 89.8%. As a reaction SMILES: [CH:1]1([N:4]2[C:13]3[C:8](=[CH:9][C:10]([F:16])=[C:11](F)[C:12]=3[F:14])[C:7](=[O:17])[C:6]([C:18]([OH:20])=[O:19])=[CH:5]2)[CH2:3][CH2:2]1.Cl.[F:22][C:23]([F:33])([F:32])[C:24]([NH:26][CH2:27][CH:28]1[CH2:31][NH:30][CH2:29]1)=[O:25].N1C=CC=CC=1>C(N(CC)CC)C>[F:33][C:23]([F:22])([F:32])[C:24]([NH:26][CH2:27][CH:28]1[CH2:29][N:30]([C:11]2[C:12]([F:14])=[C:13]3[C:8]([C:7](=[O:17])[C:6]([C:18]([OH:20])=[O:19])=[CH:5][N:4]3[CH:1]3[CH2:2][CH2:3]3)=[CH:9][C:10]=2[F:16])[CH2:31]1)=[O:25] |f:1.2|. Solvent: C(C)N(CC)CC (triethylamine). Reported procedure: A solution of 0.8 g (2.8 mmoles) of 1-cyclopropyl-6,7,8-trifluoro-1,4-dihydro-4-oxo-3-quinolinecarboxylic acid, 0.92 g (4.2 mmoles) of 3-trifluoroacetamidomethylazetidine hydrochloride, 8 ml of pyridine and 1.7 g of triethylamine is heated under reflux for 3 hours. It is then evaporated under vacuum, diluted with water and filtered. 1.12 g (88.9%) of 7-(3-trifluoroacetamidomethyl-1-azetidinyl)-1-cyclopropyl-6,8-difluoro-1,4-dihydro-4-oxo-3-quinolinecarboxylic acid are obtained, melting at 145°-1... Yields the product FC(C(=O)NCC1CN(C1)C1=C(C=C2C(C(=CN(C2=C1F)C1CC1)C(=O)O)=O)F)(F)F (7-(3-trifluoroacetamidomethyl-1-azetidinyl)-1-cyclopropyl-6,8-difluoro-1,4-dihydro-4-oxo-3-quinolinecarboxylic acid). Starting materials: C1(CC1)N1C=C(C(C2=CC(=C(C(=C12)F)F)F)=O)C(=O)O (1-cyclopropyl-6,7,8-trifluoro-1,4-dihydro-4-oxo-3-quinolinecarboxylic acid), Cl.FC(C(=O)NCC1CNC1)(F)F (3-trifluoroacetamidomethylazetidine hydrochloride), N1=CC=CC=C1 (pyridine). Product: IC1=CC=C(C=C1)NC1=C(C(=O)N)C=CN=C1 (3-(4-iodo-phenylamino)-isonicotinamide). As a reaction SMILES: [I:1][C:2]1[CH:7]=[CH:6][C:5]([NH:8][C:9]2[CH:17]=[N:16][CH:15]=[CH:14][C:10]=2[C:11](O)=[O:12])=[CH:4][CH:3]=1.C([O-])(=O)C.[NH4+:22]>>[I:1][C:2]1[CH:7]=[CH:6][C:5]([NH:8][C:9]2[CH:17]=[N:16][CH:15]=[CH:14][C:10]=2[C:11]([NH2:22])=[O:12])=[CH:4][CH:3]=1 |f:1.2|. Procedure: 3-(4-iodo-phenylamino)-isonicotinamide was synthesized according to the procedure for General Method 1, outlined above, starting with 0.2 mmol of 3-(4-iodophenyl)amino-isonicotinic acid and 0.4 mmol of ammonium acetate. LC/MS [5.03 min; 340 (M+1)] Reactants: IC1=CC=C(C=C1)NC1=C(C(=O)O)C=CN=C1 (3-(4-iodophenyl)amino-isonicotinic acid), C(C)(=O)[O-].[NH4+] (ammonium acetate). Starting materials: NCCS(=O)(=O)O (taurine), Cl (hydrochloric acid), FC(C(=O)N(CCCC=CCCCCCCCCC)C1=C(C(=O)ON2C(CCC2=O)=O)C=CC=C1)(F)F (N-{2-[2,2,2-trifluoro-N-(4-tetradecenyl)acetamido]benzoyloxy}succinimide), [OH-].[Na+] (sodium hydroxide). The solvent is O (water), C(C)N(CC)CC (triethylamine), O (water), C(C)O (ethanol). Reaction conditions: time 24 hour. Product: C(CCC=CCCCCCCCCC)NC1=C(C(=O)NCCS(=O)(=O)O)C=CC=C1 (N-[2-(4-tetradecenylamino)benzoyl]-2-amino ethanesulfonic acid). Reaction SMILES: [NH2:1][CH2:2][CH2:3][S:4]([OH:7])(=[O:6])=[O:5].FC(F)(F)C([N:12]([C:27]1[CH:42]=[CH:41][CH:40]=[CH:39][C:28]=1[C:29](ON1C(=O)CCC1=O)=[O:30])[CH2:13][CH2:14][CH2:15][CH:16]=[CH:17][CH2:18][CH2:19][CH2:20][CH2:21][CH2:22][CH2:23][CH2:24][CH2:25][CH3:26])=O.[OH-].[Na+].Cl>O.C(O)C.C(N(CC)CC)C>[CH2:13]([NH:12][C:27]1[CH:42]=[CH:41][CH:40]=[CH:39][C:28]=1[C:29]([NH:1][CH2:2][CH2:3][S:4]([OH:7])(=[O:6])=[O:5])=[O:30])[CH2:14][CH2:15][CH:16]=[CH:17][CH2:18][CH2:19][CH2:20][CH2:21][CH2:22][CH2:23][CH2:24][CH2:25][CH3:26] |f:2.3|. Procedure: To a stirred solution of 2.50 g. of taurine and 5.6 ml. of triethylamine in 22.5 ml. of water is added 5.55 g. of N-{2-[2,2,2-trifluoro-N-(4-tetradecenyl)acetamido]benzoyloxy}succinimide as a solution in 45 ml. of ethanol. After 24 hours, the mixture is treated with 20 ml. of 2.0 M sodium hydroxide and 25 ml. of water. After stirring for 10 minutes, the mixture is acidified with dilute hydrochloric acid, and the crude product is collected by filtration. Recrystallization affords the title compou... The reactants are CN1CCNCC1, CS(C)=O, CCOCC, Cl, N#Cc1cc(F)cc(Cl)c1, [K+], [K+], O=C([O-])[O-]. Yields the product CN1CCN(c2cc(Cl)cc(C#N)c2)CC1. As a reaction SMILES: [CH3:17][N:18]1[CH2:19][CH2:20][NH:21][CH2:22][CH2:23]1.[CH3:25][S:26]([CH3:27])=[O:28].[CH3:29][CH2:30][O:31][CH2:32][CH3:33].[ClH:24].[F:1][c:2]1[cH:3][c:4]([Cl:10])[cH:5][c:6]([C:7]#[N:8])[cH:9]1.[K+:11].[K+:12].[O-:13][C:14]([O-:15])=[O:16]>>[c:2]1([N:21]2[CH2:20][CH2:19][N:18]([CH3:17])[CH2:23][CH2:22]2)[cH:3][c:4]([Cl:10])[cH:5][c:6]([C:7]#[N:8])[cH:9]1. Starting materials: BrC=1C=C2N3C(C(N(N=C3COC2=CC1)COCC[Si](C)(C)C)=O)C (6-bromo-4-methyl-2-(2-trimethylsilanyl-ethoxymethyl)-2,10-dihydro-9-oxa-1,2,4a-triaza-phenanthren-3-one), C([O-])([O-])=O.[Cs+].[Cs+] (cesium carbonate), N1C(CCC1)CNC(OC(C)(C)C)=O (tert-butyl (pyrrolidin-2-ylmethyl)carbamate), C=1C=CC(=CC1)P(C=2C=CC=CC2)C3=CC=C4C=CC=CC4=C3C5=C6C=CC=CC6=CC=C5P(C=7C=CC=CC7)C=8C=CC=CC8 (BINAP). Reagents/catalysts: CC(=O)[O-].CC(=O)[O-].[Pd+2] (Pd(OAc)2). Run in C1(=CC=CC=C1)C (toluene). Yields the product CC1N2C(=NN(C1=O)COCC[Si](C)(C)C)COC1=C2C=C(C=C1)N1C(CCC1)CNC(OC(C)(C)C)=O (tert-butyl ((1-(1-methyl-2-oxo-3-((2-(trimethylsilyl)ethoxy)methyl)-1,2,3,5-tetrahydrobenzo[5,6][1,4]oxazino[3,4-c][1,2,4]triazin-9-yl)pyrrolidin-2-yl)methyl)carbamate). RXN SMILES: Br[C:2]1[CH:3]=[C:4]2[C:13](=[CH:14][CH:15]=1)[O:12][CH2:11][C:10]1[N:5]2[CH:6]([CH3:25])[C:7](=[O:24])[N:8]([CH2:16][O:17][CH2:18][CH2:19][Si:20]([CH3:23])([CH3:22])[CH3:21])[N:9]=1.C(=O)([O-])[O-].[Cs+].[Cs+].[NH:32]1[CH2:36][CH2:35][CH2:34][CH:33]1[CH2:37][NH:38][C:39](=[O:45])[O:40][C:41]([CH3:44])([CH3:43])[CH3:42].C1C=CC(P(C2C(C3C(P(C4C=CC=CC=4)C4C=CC=CC=4)=CC=C4C=3C=CC=C4)=C3C(C=CC=C3)=CC=2)C2C=CC=CC=2)=CC=1>C1(C)C=CC=CC=1.CC([O-])=O.CC([O-])=O.[Pd+2]>[CH3:25][CH:6]1[C:7](=[O:24])[N:8]([CH2:16][O:17][CH2:18][CH2:19][Si:20]([CH3:23])([CH3:22])[CH3:21])[N:9]=[C:10]2[CH2:11][O:12][C:13]3[CH:14]=[CH:15][C:2]([N:32]4[CH2:36][CH2:35][CH2:34][CH:33]4[CH2:37][NH:38][C:39](=[O:45])[O:40][C:41]([CH3:43])([CH3:42])[CH3:44])=[CH:3][C:4]=3[N:5]12 |f:1.2.3,7.8.9|. Procedure details: A mixture of 6-bromo-4-methyl-2-(2-trimethylsilanyl-ethoxymethyl)-2,10-dihydro-9-oxa-1,2,4a-triaza-phenanthren-3-one (Preparation #1, Step E, 0.050 g, 0.117 mmol), cesium carbonate (0.076 g, 0.235 mmol), tert-butyl (pyrrolidin-2-ylmethyl)carbamate (0.047 g, 0.235 mmol), Pd(OAc)2 (0.008 g, 0.035 mmol) and BINAP (0.022 g, 0.035 mmol) in toluene (2 mL) was heated at reflux overnight. The reaction mixture was cooled to ambient temperature, filtered and concentrated in vacuo to give crude tert-butyl ...